Dataset: the Open Reaction Database (ORD), a public repository of structured organic reaction records. Task: describe an organic reaction: reactants, conditions, products, and yield Starting materials: COC(CNCC1=CC=C(C=C1)C=1C=NC=C(C1)C1=C2C(=NC(=C1)C1=NC(=CC=C1)C)NC=C2)=O ((4-{5-[6-(6-methyl-pyridin-2-yl)-1H-pyrrolo[2,3-b]pyridin-4-yl]-pyridin-3-yl}-benzylamino)-acetic acid methyl ester), [OH-].[Na+] (NaOH), CC(=O)O (AcOH), O (Water). Procedure details: To a solution of (4-{5-[6-(6-methyl-pyridin-2-yl)-1H-pyrrolo[2,3-b]pyridin-4-yl]-pyridin-3-yl}-benzylamino)-acetic acid methyl ester (Example 133) (1 eq, 0.216 mmol, 100 mg) in MeOH (10 ml) is added aqueous NaOH solution (1 M, 25 eq, 5.39 mmol, 5.39 ml). The resulting mixture is stirred for 1 h at r.t. Water is added, then the mixture is adjusted to pH 4 using AcOH, then washed with DCM/isopropanol (3:1). The aqueous layer is concentrated in vacuo, and the remaining residue is purified by column... Reaction SMILES: C[O:2][C:3](=[O:35])[CH2:4][NH:5][CH2:6][C:7]1[CH:12]=[CH:11][C:10]([C:13]2[CH:14]=[N:15][CH:16]=[C:17]([C:19]3[CH:24]=[C:23]([C:25]4[CH:30]=[CH:29][CH:28]=[C:27]([CH3:31])[N:26]=4)[N:22]=[C:21]4[NH:32][CH:33]=[CH:34][C:20]=34)[CH:18]=2)=[CH:9][CH:8]=1.[OH-].[Na+].O.CC(O)=O>CO>[CH3:31][C:27]1[N:26]=[C:25]([C:23]2[N:22]=[C:21]3[NH:32][CH:33]=[CH:34][C:20]3=[C:19]([C:17]3[CH:18]=[C:13]([C:10]4[CH:11]=[CH:12][C:7]([CH2:6][NH:5][CH2:4][C:3]([OH:35])=[O:2])=[CH:8][CH:9]=4)[CH:14]=[N:15][CH:16]=3)[CH:24]=2)[CH:30]=[CH:29][CH:28]=1 |f:1.2|. The solvent is CO (MeOH). Reaction conditions: time 1 hour. The product is CC1=CC=CC(=N1)C1=CC(=C2C(=N1)NC=C2)C=2C=C(C=NC2)C2=CC=C(CNCC(=O)O)C=C2 ((4-{5-[6-(6-Methyl-pyridin-2-yl)-1H-pyrrolo[2,3-b]pyridin-4-yl]-pyridin-3-yl}-benzylamino)-acetic acid). Reactants: C1(=CC=CC=C1)C(COCCNS(=O)(=O)CCC(=O)OC)C (methyl 3-[2-(2-phenyl-1-propoxy)ethylaminosulphonyl]propanoate), C(#N)[BH3-].[Na+] (sodium cyanoborohydride), [H-].C(C(C)C)[Al+]CC(C)C (diisobutylaluminiumhydride), Cl.NCCC1=CC=C(C=2NC(SC21)=O)O (7-(2-aminoethyl)-4-hydroxy-1,3-benzothiazol-2(3H)-one hydrochloride). The product is Cl.OC1=CC=C(C2=C1NC(S2)=O)CCNCCCS(=O)(=O)NCCOCC(C)C2=CC=CC=C2 (3-[2-(4-Hydroxy-2-oxo-3H-1,3-benzothiazol-7-yl)ethylamino]-N-[2-(2-phenyl-1-propoxy)ethyl]propanesulphonamide hydrochloride). The yield is 10.1%. Reaction SMILES: [C:1]1([CH:7]([CH3:22])[CH2:8][O:9][CH2:10][CH2:11][NH:12][S:13]([CH2:16][CH2:17][C:18](OC)=O)(=[O:15])=[O:14])[CH:6]=[CH:5][CH:4]=[CH:3][CH:2]=1.[H-].C([Al+]CC(C)C)C(C)C.[ClH:33].[NH2:34][CH2:35][CH2:36][C:37]1[C:45]2[S:44][C:43](=[O:46])[NH:42][C:41]=2[C:40]([OH:47])=[CH:39][CH:38]=1.C([BH3-])#N.[Na+]>>[ClH:33].[OH:47][C:40]1[C:41]2[NH:42][C:43](=[O:46])[S:44][C:45]=2[C:37]([CH2:36][CH2:35][NH:34][CH2:18][CH2:17][CH2:16][S:13]([NH:12][CH2:11][CH2:10][O:9][CH2:8][CH:7]([C:1]2[CH:2]=[CH:3][CH:4]=[CH:5][CH:6]=2)[CH3:22])(=[O:14])=[O:15])=[CH:38][CH:39]=1 |f:1.2,3.4,5.6,7.8|. Reported procedure: The title compound (0.164 g) was prepared according to the procedure in example 5 part e using methyl 3-[2-(2-phenyl-1-propoxy)ethylaminosulphonyl]propanoate (1.01 g), diisobutylaluminiumhydride (1.5M in toluene, 3 ml), 7-(2-aminoethyl)-4-hydroxy-1,3-benzothiazol-2(3H)-one hydrochloride (0.89 g) and sodium cyanoborohydride (0.19 g). Starting materials: COC=1C=C(C=CC1OC)CCCl (1-(3,4-dimethoxyphenyl)-2-chloroethane), [Sn](Cl)(Cl)(Cl)Cl (tin tetrachloride), COC=1C=C(C(=O)NCC#N)C=C(C1OC)OC (3,4,5-trimethoxybenzamidoacetonitrile), ClC1=C(C=CC=C1)Cl (o-dichlorobenzene). Reagents/catalysts: O=[Pt]=O (PtO2). Run in CO (methanol). Conditions: time 8 hour. The product is COC=1C=C(C(=O)NCC2NCCC3=CC(=C(C=C23)OC)OC)C=C(C1OC)OC (1-(3,4,5-trimethoxybenzamidomethyl)-6,7-dimethoxy-1,2,3,4-tetrahydroisoquinoline). RXN SMILES: [CH3:1][O:2][C:3]1[CH:4]=[C:5]([CH2:11][CH2:12]Cl)[CH:6]=[CH:7][C:8]=1[O:9][CH3:10].[CH3:14][O:15][C:16]1[CH:17]=[C:18]([CH:25]=[C:26]([O:30][CH3:31])[C:27]=1[O:28][CH3:29])[C:19]([NH:21][CH2:22][C:23]#[N:24])=[O:20].ClC1C=CC=CC=1Cl.[Sn](Cl)(Cl)(Cl)Cl>O=[Pt]=O.CO>[CH3:31][O:30][C:26]1[CH:25]=[C:18]([CH:17]=[C:16]([O:15][CH3:14])[C:27]=1[O:28][CH3:29])[C:19]([NH:21][CH2:22][CH:23]1[C:6]2[C:5](=[CH:4][C:3]([O:2][CH3:1])=[C:8]([O:9][CH3:10])[CH:7]=2)[CH2:11][CH2:12][NH:24]1)=[O:20]. Reported procedure: A mixture of 2.0 g. of 1-(3,4-dimethoxyphenyl)-2-chloroethane and 2.5 g of 3,4,5-trimethoxybenzamidoacetonitrile (obtainable from aminoacetonitrile and 3,4,5-trimethoxybenzoyl chloride) is allowed to stand overnight at 20° in 100 ml. of o-dichlorobenzene and with 2.6 g. of tin tetrachloride; the mixture is thereafter heated for 3 hours to 110°. The solution is concentrated by evaporation, and the residue is shaken with chloroform and sodium hydroxide solution. The chloroform solution is evaporat... Starting materials: C=O (Formaldehyde), N1C=CC2=CC=CC=C12 (indole), Cl.N1CCC(CC1)N1S(C2=C(C1=O)C=CC=C2)(=O)=O (2-(piperid-4-yl)-1,2-benzisothiazoline-3-one-1,1-dioxide, hydrochloride). Solvent: CO (methanol), CO (methanol). Product: N1C=C(C2=CC=CC=C12)CN1CCC(CC1)N1S(C2=C(C1=O)C=CC=C2)(=O)=O (2-(1-[Indol-3-ylmethyl]piperid-4-yl)-1,2-benzisothiazolin-3-one-1,1-dioxide). As a reaction SMILES: [CH2:1]=O.[NH:3]1[C:11]2[C:6](=[CH:7][CH:8]=[CH:9][CH:10]=2)[CH:5]=[CH:4]1.Cl.[NH:13]1[CH2:18][CH2:17][CH:16]([N:19]2[C:23](=[O:24])[C:22]3[CH:25]=[CH:26][CH:27]=[CH:28][C:21]=3[S:20]2(=[O:30])=[O:29])[CH2:15][CH2:14]1>CO>[NH:3]1[C:11]2[C:6](=[CH:7][CH:8]=[CH:9][CH:10]=2)[C:5]([CH2:1][N:13]2[CH2:14][CH2:15][CH:16]([N:19]3[C:23](=[O:24])[C:22]4[CH:25]=[CH:26][CH:27]=[CH:28][C:21]=4[S:20]3(=[O:29])=[O:30])[CH2:17][CH2:18]2)=[CH:4]1 |f:2.3|. Procedure details: Formaldehyde (0.4 cm3, 40% aqu.soln.) was added to a mixture of indole (0.6 g, 0.005 mol), 2-(piperid-4-yl)-1,2-benzisothiazoline-3-one-1,1-dioxide, hydrochloride (1.5 g, 0.005 mol) and methanol (10 cm3). The mixture was warmed sufficiently to give a clear solution and then allowed to stand without further heating for 2 hours. The clear solution was then evaporated, and the residual water removed by successive evaporation of the residue with ethanol to give a gum. The gum was dissolved in methan...